This data is from the Open Reaction Database (ORD), a public repository of structured organic reaction records. The task is: describe an organic reaction: reactants, conditions, products, and yield Starting materials: NC=1SC=C(N1)CS(=O)C1=CC=C(C=C1)N (2-amino-4-(4-aminophenylsulfinylmethyl)thiazole), ClC1=CC(=CC=C1)C(=O)OO (3-chloroperbenzoic acid), ice water. The solvent is CN(C=O)C (N,N-dimethylformamide). Yields the product NC=1SC=C(N1)CS(=O)(=O)C1=CC=C(C=C1)N (2-amino-4-(4-aminophenylsulfonylmethyl)thiazole). Isolated yield 95.7%. RXN SMILES: [NH2:1][C:2]1[S:3][CH:4]=[C:5]([CH2:7][S:8]([C:10]2[CH:15]=[CH:14][C:13]([NH2:16])=[CH:12][CH:11]=2)=[O:9])[N:6]=1.ClC1C=CC=C(C(OO)=[O:25])C=1>CN(C)C=O>[NH2:1][C:2]1[S:3][CH:4]=[C:5]([CH2:7][S:8]([C:10]2[CH:15]=[CH:14][C:13]([NH2:16])=[CH:12][CH:11]=2)(=[O:25])=[O:9])[N:6]=1. Reported procedure: To a solution of 2-amino-4-(4-aminophenylsulfinylmethyl)thiazole (2.8 g) in N,N-dimethylformamide (30 ml) was added portionwise the 3-chloroperbenzoic acid (2.6 g) at 5° C. with stirring. The mixture was stirred at room temperature for 2 hours and then the solution was poured into ice-water. The precipitates were collected by filtration, washed with aqueous sodium bicarbonate, washed with water and dried in vacuo to give 2-amino-4-(4-aminophenylsulfonylmethyl)thiazole (2.85 g, yield 95.6%). mp: ... The reactants are O (water), OC1=C(C=C(C=CC(=O)O)C=C1)[N+](=O)[O-] (4-hydroxy-3-nitrocinnamic acid), C(C)(=O)OCC (ethyl acetate). Reagents/catalysts: S(O)(O)(=O)=O (sulfuric acid). The solvent is C(C)(=O)OC(C)=O (acetic anhydride). Reaction conditions: time 2 hour. Yields the product C(C)(=O)OC1=C(C=C(C=CC(=O)O)C=C1)[N+](=O)[O-] (4-Acetoxy-3-nitrocinnamic acid). RXN SMILES: [OH:1][C:2]1[CH:12]=[CH:11][C:5]([CH:6]=[CH:7][C:8]([OH:10])=[O:9])=[CH:4][C:3]=1[N+:13]([O-:15])=[O:14].O.[C:17](OCC)(=[O:19])[CH3:18]>C(OC(=O)C)(=O)C.S(=O)(=O)(O)O>[C:17]([O:1][C:2]1[CH:12]=[CH:11][C:5]([CH:6]=[CH:7][C:8]([OH:10])=[O:9])=[CH:4][C:3]=1[N+:13]([O-:15])=[O:14])(=[O:19])[CH3:18]. Procedure: 10 g of 4-hydroxy-3-nitrocinnamic acid (prepared as described in Preparation 1) were dissolved in 30 ml of acetic anhydride. One drop of sulfuric acid was added to the solution, which was then stirred for 2 hours at room temperature. 50 ml of water were added the solution, and it was then stirred for a further 2 hours. At the end of this time, ethyl acetate was added, and the mixture was washed with water and with a saturated aqueous solution of sodium chloride, in that order, and then dried ove... Reactants: C1CCOC1, CCCCCCO, Clc1nccnc1Cl, [H-], [Na+]. The product is CCCCCCOc1nccnc1Cl. RXN SMILES: [CH2:18]1[O:19][CH2:20][CH2:21][CH2:22]1.[CH2:1]([CH2:2][CH2:3][CH2:4][CH2:5][CH3:6])[OH:7].[Cl:10][c:11]1[n:12][cH:13][cH:14][n:15][c:16]1[Cl:17].[H-:8].[Na+:9]>>[CH2:1]([CH2:2][CH2:3][CH2:4][CH2:5][CH3:6])[O:7][c:16]1[c:11]([Cl:10])[n:12][cH:13][cH:14][n:15]1.